From a dataset of the Open Reaction Database (ORD), a public repository of structured organic reaction records. describe an organic reaction: reactants, conditions, products, and yield Starting materials: CCC(CC)C(NS(=O)(=O)c1ccc(C#N)cc1)c1ccnn1-c1ccccc1, C1CCOC1, [H-], CI, [Na+]. The product is CCC(CC)C(c1ccnn1-c1ccccc1)N(C)S(=O)(=O)c1ccc(C#N)cc1. As a reaction SMILES: [C:3](#[N:4])[c:5]1[cH:6][cH:7][c:8]([S:11](=[O:12])(=[O:13])[NH:14][CH:15]([CH:16]([CH2:17][CH3:18])[CH2:19][CH3:20])[c:21]2[cH:22][cH:23][n:24][n:25]2-[c:26]2[cH:27][cH:28][cH:29][cH:30][cH:31]2)[cH:9][cH:10]1.[CH2:34]1[O:35][CH2:36][CH2:37][CH2:38]1.[H-:2].[I:32][CH3:33].[Na+:1]>>[C:3](#[N:4])[c:5]1[cH:6][cH:7][c:8]([S:11](=[O:12])(=[O:13])[N:14]([CH:15]([CH:16]([CH2:17][CH3:18])[CH2:19][CH3:20])[c:21]2[cH:22][cH:23][n:24][n:25]2-[c:26]2[cH:27][cH:28][cH:29][cH:30][cH:31]2)[CH3:33])[cH:9][cH:10]1. Reactants: C(C)OC(CNC1=NC=CC=C1NC(C1=CC(=CC=C1)C(F)(F)F)=O)=O (N-[3-[[3-(trifluoromethyl)benzoyl]amino]-2-pyridinyl]glycine ethyl ester), C(CO)O (ethylene glycol). Solvent: O (water). Reaction SMILES: [CH2:1]([O:3][C:4](=[O:26])[CH2:5][NH:6][C:7]1[C:12]([NH:13][C:14](=O)[C:15]2[CH:20]=[CH:19][CH:18]=[C:17]([C:21]([F:24])([F:23])[F:22])[CH:16]=2)=[CH:11][CH:10]=[CH:9][N:8]=1)[CH3:2].C(O)CO>O>[CH2:1]([O:3][C:4](=[O:26])[CH2:5][N:6]1[C:7]2=[N:8][CH:9]=[CH:10][CH:11]=[C:12]2[N:13]=[C:14]1[C:15]1[CH:20]=[CH:19][CH:18]=[C:17]([C:21]([F:24])([F:23])[F:22])[CH:16]=1)[CH3:2]. The product is C(C)OC(CN1C(=NC=2C1=NC=CC2)C2=CC(=CC=C2)C(F)(F)F)=O (2-(3-trifluoromethylphenyl)-3H-imidazo[4,5-b]pyridine-3-acetic acid ethyl ester). Yield: 88.3%. Reported procedure: A mixture of N-[3-[[3-(trifluoromethyl)benzoyl]amino]-2-pyridinyl]glycine ethyl ester (22.0 g, 0.06 mole) and ethylene glycol (100 ml) was heated at reflux for 40 minutes. The reaction mixture was poured into water (300 ml) and cooled. The solid was collected by filtration, washed with water (200 ml), and dried. The solid was recrystallized from isopropyl ether/tetrahydrofuran to give in 2 crops 18.4 g (0.053 mole) of crude 2-(3-trifluoromethylphenyl)-3H-imidazo[4,5-b]pyridine-3-acetic acid ethy... The reactants are ClC=1C=CC(=C(C1)C1=CC(N(C=C1OC)C(C(=O)NC1=CC=C(C(=O)OCC)C=C1)CC(CC)OC)=O)C#N (ethyl 4-({2-[4-(5-chloro-2-cyanophenyl)-5-methoxy-2-oxopyridin-1(2H)-yl]-4-methoxyhexanoyl}amino)benzoate), C([O-])([O-])=O.[Cs+].[Cs+] (caesium carbonate). The solvent is CO.O (methanol water). Yields the product ClC=1C=CC(=C(C1)C1=CC(N(C=C1OC)C(C(=O)NC1=CC=C(C(=O)O)C=C1)CC(CC)OC)=O)C#N (4-({2-[4-(5-Chloro-2-cyanophenyl)-5-methoxy-2-oxopyridin-1(2H)-yl]-4-methoxyhexanoyl}amino)benzoic acid). Reaction SMILES: [Cl:1][C:2]1[CH:3]=[CH:4][C:5]([C:38]#[N:39])=[C:6]([C:8]2[C:13]([O:14][CH3:15])=[CH:12][N:11]([CH:16]([CH2:31][CH:32]([O:35][CH3:36])[CH2:33][CH3:34])[C:17]([NH:19][C:20]3[CH:30]=[CH:29][C:23]([C:24]([O:26]CC)=[O:25])=[CH:22][CH:21]=3)=[O:18])[C:10](=[O:37])[CH:9]=2)[CH:7]=1.C(=O)([O-])[O-].[Cs+].[Cs+]>CO.O>[Cl:1][C:2]1[CH:3]=[CH:4][C:5]([C:38]#[N:39])=[C:6]([C:8]2[C:13]([O:14][CH3:15])=[CH:12][N:11]([CH:16]([CH2:31][CH:32]([O:35][CH3:36])[CH2:33][CH3:34])[C:17]([NH:19][C:20]3[CH:30]=[CH:29][C:23]([C:24]([OH:26])=[O:25])=[CH:22][CH:21]=3)=[O:18])[C:10](=[O:37])[CH:9]=2)[CH:7]=1 |f:1.2.3,4.5|. Procedure: 631 mg (1.14 mmol) of ethyl 4-({2-[4-(5-chloro-2-cyanophenyl)-5-methoxy-2-oxopyridin-1(2H)-yl]-4-methoxyhexanoyl}amino)benzoate (mixture of racemic diastereomers) in 22.5 ml of methanol/water (4/1) were reacted with 745 mg (2.29 mmol) of caesium carbonate according to General Method 4. Yield: 580 mg (purity 87%, 84% of theory)